This data is from the Open Reaction Database (ORD), a public repository of structured organic reaction records. The task is: describe an organic reaction: reactants, conditions, products, and yield Starting materials: Cl (hydrogen chloride), Cl.O[C@H]1NC[C@@H]([C@@H]1CO)CO ((2R,3R,4R)-2-Hydroxy-3,4-dihydroxymethylpyrrolidine hydrochloride), Cl.O[C@H]1NC[C@@H]([C@@H]1CO)CO ((2R,3R,4R)-2-Hydroxy-3,4-dihydroxymethylpyrrolidine hydrochloride), CO (methanol), C(C1=CC=CC=C1)=O (benzaldehyde), C(#N)[BH3-].[Na+] (sodium cyanoborohydride). The solvent is C(C)OCC (diethylether). Reaction conditions: time 24 hour. The product is C(C1=CC=CC=C1)N1[C@@H]([C@H]([C@@H](C1)O)O)CO ((2R,3R,4R)-1-benzyl-3,4-dihydroxy-2-hydroxymethylpyrrolidine). The yield is 87.0%. RXN SMILES: Cl.[OH:2][C@@H:3]1[C@@H:7](CO)[C@@H:6]([CH2:10][OH:11])CN1.[CH:12](=O)[C:13]1[CH:18]=[CH:17][CH:16]=[CH:15][CH:14]=1.[C:20]([BH3-])#[N:21].[Na+].Cl.C[OH:26]>C(OCC)C>[CH2:12]([N:21]1[CH2:20][C@@H:3]([OH:2])[C@H:7]([OH:26])[C@H:6]1[CH2:10][OH:11])[C:13]1[CH:18]=[CH:17][CH:16]=[CH:15][CH:14]=1 |f:0.1,3.4|. Procedure details: (2R,3R,4R)-2-Hydroxy-3,4-dihydroxymethylpyrrolidine hydrochloride (compound 2) (0.265 g, 1.6 mmol) was dissolved in dry methanol (25 ml), and benzaldehyde (0.159 ml, 1.6 mmol) and sodium cyanoborohydride (0.098 g, 1.6 mmol) was added. A solution of anhydrous hydrogen chloride in diethylether (2 M) was added dropwise until pH 6. The resulting mixture was stirred for 24 hours at room temperature under a nitrogen atmosphere and evaporated in vacuo. Purification of the product on silica gel (Eluent:... Reactants: FC(C1=C(C=CC=C1)C1CC(OC(C1)=O)=O)(F)F (4-(2-trifluoromethylphenyl)dihydropyrane-2,6-dione), N.CO (ammonia methanol). RXN SMILES: [F:1][C:2]([F:18])([F:17])[C:3]1[CH:8]=[CH:7][CH:6]=[CH:5][C:4]=1[CH:9]1[CH2:14][C:13](=[O:15])[O:12][C:11](=[O:16])[CH2:10]1.[NH3:19].CO>>[C:11]([CH2:10][CH:9]([C:4]1[CH:5]=[CH:6][CH:7]=[CH:8][C:3]=1[C:2]([F:18])([F:17])[F:1])[CH2:14][C:13]([OH:12])=[O:15])(=[O:16])[NH2:19] |f:1.2|. Procedure: Saturated ammonia/methanol (10 mL) was added to 4-(2-trifluoromethylphenyl)dihydropyrane-2,6-dione (636 mg), and the mixture was stirred at room temperature for 15 hours. Concentration under reduced pressure gave a crude product (716 mg) which was used for the next reaction without purification. Conditions: time 15 hour. Yields the product C(N)(=O)CC(CC(=O)O)C1=C(C=CC=C1)C(F)(F)F (4-carbamoyl-3-(2-trifluoromethylphenyl)butanoic acid). The reactants are [Cl-].[Al+3].[Cl-].[Cl-] (aluminum chloride), C(C1=CC=CC=C1)(=O)N1[C@H](C(=O)O)C[C@H](C1)Cl ((trans)-1-benzoyl-4-chloro- L-proline), S1C=CC=C1 (thiophene), C(=O)=O.CC(=O)C (dry ice acetone). Product: C(C1=CC=CC=C1)(=O)N1[C@H](C(=O)O)C[C@H](C1)C1=CC=CC=C1 ((trans)-1-Benzoyl-4-phenyl-L-proline). Reaction SMILES: [Cl-].[Al+3].[Cl-].[Cl-].C(=O)=O.[CH3:8][C:9]([CH3:11])=O.[C:12]([N:20]1[CH2:27][C@H:26](Cl)[CH2:25][C@H:21]1[C:22]([OH:24])=[O:23])(=[O:19])[C:13]1[CH:18]=[CH:17][CH:16]=[CH:15][CH:14]=1.S1C=[CH:32][CH:31]=[CH:30]1>>[C:12]([N:20]1[CH2:27][C@H:26]([C:9]2[CH:11]=[CH:32][CH:31]=[CH:30][CH:8]=2)[CH2:25][C@H:21]1[C:22]([OH:24])=[O:23])(=[O:19])[C:13]1[CH:18]=[CH:17][CH:16]=[CH:15][CH:14]=1 |f:0.1.2.3,4.5|. Procedure: A dry, 3-necked 21 Morton flask (equipped with overhead stirrer, nitrogen inlet, and temperature probe) was charged with anhydrous aluminum chloride (124.23 g, 0.93 mole) followed by thiophene free benzene (810 ml). While stirring, the flask was cooled (dry ice-acetone) to an internal temperature of 6° C. Part C compound (powdered) was added (81 g, 0.26 mole) in portions. A rise in internal temperature to 7° C. was noted after the addition of ca. half the solid. The addition was briefly interrup... Starting materials: C=CC1=CC=CC=C1 (styrene), CN(C(C(=C)C)=O)C (N,N-dimethylmethacrylamide). The reagents and catalysts are N(=NC(C#N)(C)C)C(C#N)(C)C (azobisisobutyronitrile). Run in C1(=CC=CC=C1)C (toluene). Reaction conditions: time 6 hour. The product is C=CC1=CC=CC=C1.CN(C(C(=C)C)=O)C (ST DMMAA). Yield: 71.5%. RXN SMILES: [CH2:1]=[CH:2][C:3]1[CH:8]=[CH:7][CH:6]=[CH:5][CH:4]=1.[CH3:9][N:10]([CH3:16])[C:11](=[O:15])[C:12]([CH3:14])=[CH2:13]>N(C(C)(C)C#N)=NC(C)(C)C#N.C1(C)C=CC=CC=1>[CH2:1]=[CH:2][C:3]1[CH:8]=[CH:7][CH:6]=[CH:5][CH:4]=1.[CH3:9][N:10]([CH3:16])[C:11](=[O:15])[C:12]([CH3:14])=[CH2:13] |f:4.5|. Reported procedure: 0.67 g of styrene (ST), 1.23 g of N,N-dimethylmethacrylamide (DMMAA), 10 mg of azobisisobutyronitrile, and 5 ml of toluene were mixed, and a polymerization reaction was performed under a nitrogen atmosphere at 60° C. for 6 hours. After cooling, purification was performed by reprecipitation using chloroform-ether. Thus, 1.0 g of an ST-DMMAA (35:65) random copolymer was obtained. The ST-DMMAA (35:65) random copolymer had a number average molecular weight (Mn) of 78000. Starting materials: NC1[C@@H]2N(C(=C(CS2)CSC=2SC=NN2)C(=O)O)C1=O (7-amino-3-(1,3,4-thiadiazol-2-yl)thiomethylceph-3-em-4-carboxylic acid), FC=1NC=CN1 (fluoroimidazole), O.C1(=CC=C(C=C1)S(=O)(=O)O)C (toluene-p-sulphonic acid hydrate), FC=1N(C=CN1)C(C1=CC=CC=C1)(C1=CC=CC=C1)C1=CC=CC=C1 (2-fluoro-1-triphenylmethylimidazole), FC=1NC=CN1 (2-fluoroimidazole). Run in CN(C)C=O (DMF). Run at time 5 minute. Yields the product N1C(=NC=C1)NC1[C@@H]2N(C(=C(CS2)CSC=2SC=NN2)C(=O)O)C1=O (7-(imidazol-2-yl)amino-3-(1,3,4-thiadiazol-2-yl)thiomethylceph-3-em-4-carboxylic acid). The yield is 11.4%. As a reaction SMILES: O.C1(C)C=CC(S(O)(=O)=O)=CC=1.F[C:14]1[N:15](C(C2C=CC=CC=2)(C2C=CC=CC=2)C2C=CC=CC=2)[CH:16]=[CH:17][N:18]=1.FC1NC=CN=1.[NH2:44][CH:45]1[C:62](=[O:63])[N:47]2[C:48]([C:59]([OH:61])=[O:60])=[C:49]([CH2:52][S:53][C:54]3[S:55][CH:56]=[N:57][N:58]=3)[CH2:50][S:51][C@H:46]12>CN(C=O)C>[NH:15]1[CH:16]=[CH:17][N:18]=[C:14]1[NH:44][CH:45]1[C:62](=[O:63])[N:47]2[C:48]([C:59]([OH:61])=[O:60])=[C:49]([CH2:52][S:53][C:54]3[S:55][CH:56]=[N:57][N:58]=3)[CH2:50][S:51][C@H:46]12 |f:0.1|. Procedure details: To a solution of toluene-p-sulphonic acid hydrate (54 mg.) in dry DMF (1 ml.) was added 2-fluoro-1-triphenylmethylimidazole (110 mg.) and the solution heated in a preheated bath at 80°. After 5 minutes, to allow complete formation in situ of 2-fluoroimidazole, 7-amino-3-(1,3,4-thiadiazol-2-yl)thiomethylceph-3-em-4-carboxylic acid (110 mg.) was added and heating continued for 2.5 hours. A further portion of the fluoroimidazole (50 mg.) was then added, heating was continued for a further 30 minute... Run at time 18 hour. Procedure: A mixture of (4-cyano-3-mercapto-isothiazol-5-yl)-carbamic acid phenyl ester (0.70 g, 2.5 mmol), 2,6-di-tert-butyl-4-methylphenol (BHT) (one crystal) and concentrated sulfuric acid (3 mL) was stirred for 18 hours at room temperature. The mixture was diluted with ice water, extracted 3× with ethyl acetate, and the combined organic layers were dried over Na2SO4, filtered and concentrated in vacuo. The residue was dissolved in 10 mL of ethanol at 0° C. and was treated with 0.096 g (2.5 mmol) of NaB... Yields the product C1(=CC=CC=C1)OC(NC1=C(C(=NS1)S)C(N)=O)=O ((4-carbamoyl-3-mercapto-isothiazol-5-yl)-carbamic acid phenyl ester). RXN SMILES: [C:1]1([O:7][C:8](=[O:18])[NH:9][C:10]2[S:14][N:13]=[C:12]([SH:15])[C:11]=2[C:16]#[N:17])[CH:6]=[CH:5][CH:4]=[CH:3][CH:2]=1.C(C1C=C(C)C=C(C(C)(C)C)C=1[OH:34])(C)(C)C.S(=O)(=O)(O)O.[BH4-].[Na+].Cl>>[C:1]1([O:7][C:8](=[O:18])[NH:9][C:10]2[S:14][N:13]=[C:12]([SH:15])[C:11]=2[C:16](=[O:34])[NH2:17])[CH:2]=[CH:3][CH:4]=[CH:5][CH:6]=1 |f:3.4|. Solvent: ice water. The yield is 81.0%. The reactants are C1(=CC=CC=C1)OC(NC1=C(C(=NS1)S)C#N)=O ((4-cyano-3-mercapto-isothiazol-5-yl)-carbamic acid phenyl ester), C(C)(C)(C)C1=C(C(=CC(=C1)C)C(C)(C)C)O (2,6-di-tert-butyl-4-methylphenol), S(O)(O)(=O)=O (sulfuric acid), [BH4-].[Na+] (NaBH4), Cl (HCl). Starting materials: CC(=O)Nc1ccc(Cl)c2c1C(=O)CCN2C(C)=O, CC(=O)Nc1cccc2c1C(=O)CCC2. Yields the product CC(=O)Nc1ccc(Cl)c2c1C(=O)C(NC(C)=O)CN2C(C)=O. As a reaction SMILES: [C:1]([CH3:2])(=[O:3])[N:4]1[CH2:5][CH2:6][C:7](=[O:19])[c:8]2[c:9]([NH:15][C:16]([CH3:17])=[O:18])[cH:10][cH:11][c:12]([Cl:14])[c:13]21.[C:20]([CH3:21])(=[O:22])[NH:23][c:24]1[cH:25][cH:26][cH:27][c:28]2[c:29]1[C:30](=[O:31])[CH2:32][CH2:33][CH2:34]2>>[C:1]([CH3:2])(=[O:3])[N:4]1[CH2:5][CH:6]([NH:23][C:20]([CH3:21])=[O:22])[C:7](=[O:19])[c:8]2[c:9]([NH:15][C:16]([CH3:17])=[O:18])[cH:10][cH:11][c:12]([Cl:14])[c:13]21.